This data is from the Open Reaction Database (ORD), a public repository of structured organic reaction records. The task is: describe an organic reaction: reactants, conditions, products, and yield Reactants: Brc1nccs1, COCCOC, O=Cc1ccccc1B(O)O, [Na+], O=C([O-])O, O, [Pd], c1ccc(P(c2ccccc2)c2ccccc2)cc1, c1ccc(P(c2ccccc2)c2ccccc2)cc1, c1ccc(P(c2ccccc2)c2ccccc2)cc1, c1ccc(P(c2ccccc2)c2ccccc2)cc1. The product is O=Cc1ccccc1-c1nccs1. Reaction SMILES: [Br:1][c:2]1[s:3][cH:4][cH:5][n:6]1.[CH3:23][O:24][CH2:25][CH2:26][O:27][CH3:28].[CH:7](=[O:8])[c:9]1[c:10]([B:15]([OH:16])[OH:17])[cH:11][cH:12][cH:13][cH:14]1.[Na+:22].[O-:18][C:19]([OH:20])=[O:21].[OH2:29].[Pd:30].[c:31]1([P:32]([c:33]2[cH:34][cH:35][cH:36][cH:37][cH:38]2)[c:39]2[cH:40][cH:41][cH:42][cH:43][cH:44]2)[cH:45][cH:46][cH:47][cH:48][cH:49]1.[c:50]1([P:51]([c:52]2[cH:53][cH:54][cH:55][cH:56][cH:57]2)[c:58]2[cH:59][cH:60][cH:61][cH:62][cH:63]2)[cH:64][cH:65][cH:66][cH:67][cH:68]1.[c:69]1([P:70]([c:71]2[cH:72][cH:73][cH:74][cH:75][cH:76]2)[c:77]2[cH:78][cH:79][cH:80][cH:81][cH:82]2)[cH:83][cH:84][cH:85][cH:86][cH:87]1.[c:88]1([P:89]([c:90]2[cH:91][cH:92][cH:93][cH:94][cH:95]2)[c:96]2[cH:97][cH:98][cH:99][cH:100][cH:101]2)[cH:102][cH:103][cH:104][cH:105][cH:106]1>>[c:2]1(-[c:10]2[c:9]([CH:7]=[O:8])[cH:14][cH:13][cH:12][cH:11]2)[s:3][cH:4][cH:5][n:6]1. Reactants: Cl[Sn]Cl (SnCl2), COC1=CC(=CC=C1)C(=C)N1CCCC1 (1-methoxy-3-(1-pyrrolidinylvinyl)benzene), CC(=O)C1=CC(=CC=C1)OC (3-methoxyacetophenone), N1CCCC1 (pyrrolidine), CC1=NC(=C(C(=N1)Cl)[N+](=O)[O-])Cl (2-methyl-4,6-dichloro-5-nitropyrimidine), C(C)(C)N(C(C)C)CC (N,N-diisopropylethylamine), N1CCCCC1 (piperidine), Cl[Sn]Cl (SnCl2). Reagents/catalysts: Cl[Ti](Cl)(Cl)Cl (TiCl4). Solvent: CN(C)C=O (DMF), CCN(CC)CC (NEt3). Reaction conditions: temperature 140 celsius, time 16 hour. Yields the product CC1NCCC(C1)C1=NC=C2C(N1)=C(C(=N2)C2=CC(=CC=C2)OC)C (1-[2,7-dimethyl-4-piperidylpyrrolo[4,5-d]pyrimidin-6-yl]-3-methoxybenzene). Isolated yield 34.0%. Reaction SMILES: [CH3:1][O:2][C:3]1[CH:8]=[CH:7][CH:6]=[C:5]([C:9]([N:11]2[CH2:15][CH2:14][CH2:13][CH2:12]2)=C)[CH:4]=1.CC(C1C=CC=C(OC)C=1)=O.N1CCCC1.[CH3:32][C:33]1[N:38]=C(Cl)C([N+]([O-])=O)=[C:35](Cl)[N:34]=1.C([N:47]([CH2:51][CH3:52])[CH:48]([CH3:50])[CH3:49])(C)C.N1CCCCC1.Cl[Sn]Cl>CN(C=O)C.Cl[Ti](Cl)(Cl)Cl.CCN(CC)CC>[CH3:50][CH:48]1[CH2:49][CH:32]([C:33]2[NH:38][C:14]3=[C:13]([CH3:12])[C:9]([C:5]4[CH:6]=[CH:7][CH:8]=[C:3]([O:2][CH3:1])[CH:4]=4)=[N:11][C:15]3=[CH:35][N:34]=2)[CH2:52][CH2:51][NH:47]1. Procedure details: Using the method described in Example 30 by employing 1-methoxy-3-(1-pyrrolidinylvinyl)benzene (freshly prepared before use from 3-methoxyacetophenone (Aldrich Chemical Company), pyrrolidine and TiCl4 (2.49 g, 12.3 mmol), 2-methyl-4,6-dichloro-5-nitropyrimidine (Example 76(b)) (2.52 g, 12.3 mmol), N,N-diisopropylethylamine (2.1 mL, 12.3 mmol), piperidine (1.9 mL, 19.7 mmol), NEt3 (2.0 mL) and SnCl2 (37 mL of a 2 M soln in DMF). In this example the SnCl2 solution was added to the reaction mixture... Starting materials: C(C)(C)OC(C1=C(NC(=C(C1C1=CC(=CC=C1)[N+](=O)[O-])C(CS(NCC)(=O)=O)=O)C)C)=O (5-[(ethylsulfamoyl)acetyl]-1,4-dihydro-2,6-dimethyl-4-(3-nitrophenyl)nicotinic acid isopropyl ester), [BH4-].[Na+] (sodium borohydride), C(Cl)Cl.C(C)(=O)OCC (methylene chloride ethyl acetate). Run in C(C)(C)O (isopropanol), CN(C=O)C (dimethylformamide). The product is C(C)(C)OC(C1=C(NC(=C(C1C1=CC(=CC=C1)[N+](=O)[O-])\C=C\S(NCC)(=O)=O)C)C)=O (5-[(E)-2-(ethylsulfamoyl)vinyl]-1,4-dihydro-2,6-dimethyl-4-(3-nitrophenyl)nicotinic acid isopropyl ester). Yield: 83.5%. RXN SMILES: [CH:1]([O:4][C:5](=[O:32])[C:6]1[CH:11]([C:12]2[CH:17]=[CH:16][CH:15]=[C:14]([N+:18]([O-:20])=[O:19])[CH:13]=2)[C:10]([C:21](=O)[CH2:22][S:23](=[O:28])(=[O:27])[NH:24][CH2:25][CH3:26])=[C:9]([CH3:30])[NH:8][C:7]=1[CH3:31])([CH3:3])[CH3:2].[BH4-].[Na+].C(Cl)Cl.C(OCC)(=O)C>C(O)(C)C.CN(C)C=O>[CH:1]([O:4][C:5](=[O:32])[C:6]1[CH:11]([C:12]2[CH:17]=[CH:16][CH:15]=[C:14]([N+:18]([O-:20])=[O:19])[CH:13]=2)[C:10](/[CH:21]=[CH:22]/[S:23](=[O:27])(=[O:28])[NH:24][CH2:25][CH3:26])=[C:9]([CH3:30])[NH:8][C:7]=1[CH3:31])([CH3:3])[CH3:2] |f:1.2,3.4|. Reported procedure: Analogously to Example 18, 1.86 g of 5-[(ethylsulfamoyl)acetyl]-1,4-dihydro-2,6-dimethyl-4-(3-nitrophenyl)nicotinic acid isopropyl ester were treated with 0.16 g of sodium borohydride in a mixture of 20 ml of isopropanol and 4 ml of dimethylformamide. After chromatography with methylene chloride/ethyl acetate (4:1) as the elution agent there were obtained 1.5 g of 5-[(E)-2-(ethylsulfamoyl)vinyl]-1,4-dihydro-2,6-dimethyl-4-(3-nitrophenyl)nicotinic acid isopropyl ester in the form of yellow crysta...